This data is from the Open Reaction Database (ORD), a public repository of structured organic reaction records. The task is: describe an organic reaction: reactants, conditions, products, and yield Reactants: N1(CCCCCC1)CCN1CCC(CC1)NC(=O)C=1NC2=CC=CC(=C2C1)OC1=CC(=CC=C1)F (4-(3-Fluoro-phenoxy)-1H-indole-2-carboxylic acid [1-(2-azepan-1-yl-ethyl)-piperidin-4-yl]-amide), Cl.Cl.Cl.NC1CCN(CC1)CCN1CCC(CC1)O (1-[2-(4-Amino-piperidin-1-yl)-ethyl]-piperidin-4-ol tri-hydrochloride). Product: OC1CCN(CC1)CCN1CCC(CC1)NC(=O)C=1NC2=CC=CC(=C2C1)OC1=CC(=CC=C1)F (4-(3-Fluoro-phenoxy)-1H-indole-2-carboxylic acid {1-[2-(4-hydroxy-piperidin-1-yl)-ethyl]-piperidin-4-yl}-amide). RXN SMILES: N1(CCN2CCC([NH:16][C:17]([C:19]3[NH:20][C:21]4[C:26]([CH:27]=3)=[C:25]([O:28][C:29]3[CH:34]=[CH:33][CH:32]=[C:31]([F:35])[CH:30]=3)[CH:24]=[CH:23][CH:22]=4)=[O:18])CC2)CCCCCC1.Cl.Cl.Cl.N[CH:40]1[CH2:45][CH2:44][N:43]([CH2:46][CH2:47][N:48]2[CH2:53][CH2:52][CH:51]([OH:54])[CH2:50][CH2:49]2)[CH2:42][CH2:41]1>>[OH:54][CH:51]1[CH2:52][CH2:53][N:48]([CH2:47][CH2:46][N:43]2[CH2:44][CH2:45][CH:40]([NH:16][C:17]([C:19]3[NH:20][C:21]4[C:26]([CH:27]=3)=[C:25]([O:28][C:29]3[CH:34]=[CH:33][CH:32]=[C:31]([F:35])[CH:30]=3)[CH:24]=[CH:23][CH:22]=4)=[O:18])[CH2:41][CH2:42]2)[CH2:49][CH2:50]1 |f:1.2.3.4|. Procedure details: This compound is synthesized analogously to Example 1 from 4-(3-fluoro-phenoxy)-1H-indole-2-carboxylic acid 141 (see example 118) and amine 21. The reactants are O=C([O-])[O-], CCOC(=O)C(C)Br, [K+], [K+], CN(C)C=O, Oc1ccc(-c2nnnc(-c3cccc4ccccc34)c2-c2cccc3ccccc23)c(O)c1. Product: CCOC(=O)C(C)Oc1ccc(-c2nnnc(-c3cccc4ccccc34)c2-c2cccc3ccccc23)c(O)c1. Reaction SMILES: [C:1](=[O:2])([O-:3])[O-:4].[CH2:7]([CH3:8])[O:9][C:10]([CH:11]([CH3:12])[Br:13])=[O:14].[K+:5].[K+:6].[O:49]=[CH:50][N:51]([CH3:52])[CH3:53].[c:15]1(-[c:25]2[c:26](-[c:39]3[cH:40][cH:41][cH:42][c:43]4[cH:44][cH:45][cH:46][cH:47][c:48]34)[c:27](-[c:31]3[c:32]([OH:38])[cH:33][c:34]([OH:37])[cH:35][cH:36]3)[n:28][n:29][n:30]2)[cH:16][cH:17][cH:18][c:19]2[cH:20][cH:21][cH:22][cH:23][c:24]12>>[CH2:7]([CH3:8])[O:9][C:10]([CH:11]([CH3:12])[O:37][c:34]1[cH:33][c:32]([OH:38])[c:31](-[c:27]2[c:26](-[c:39]3[cH:40][cH:41][cH:42][c:43]4[cH:44][cH:45][cH:46][cH:47][c:48]34)[c:25](-[c:15]3[cH:16][cH:17][cH:18][c:19]4[cH:20][cH:21][cH:22][cH:23][c:24]34)[n:30][n:29][n:28]2)[cH:36][cH:35]1)=[O:14]. Starting materials: CC(C)(C)OC(=O)N1CCc2ncnc(Sc3cc(Nc4nc(CCc5ccccc5)cs4)ncc3Br)c2C1, O=C(O)C(F)(F)F, [Na+], O=C([O-])O. Product: Brc1cnc(Nc2nc(CCc3ccccc3)cs2)cc1Sc1ncnc2c1CNCC2. As a reaction SMILES: [Br:1][c:2]1[c:3]([S:22][c:23]2[c:24]3[c:25]([n:26][cH:27][n:28]2)[CH2:29][CH2:30][N:31]([C:33]([O:34][C:35]([CH3:36])([CH3:37])[CH3:38])=[O:39])[CH2:32]3)[cH:4][c:5]([NH:8][c:9]2[s:10][cH:11][c:12]([CH2:14][CH2:15][c:16]3[cH:17][cH:18][cH:19][cH:20][cH:21]3)[n:13]2)[n:6][cH:7]1.[F:45][C:46]([F:47])([F:48])[C:49]([OH:50])=[O:51].[Na+:44].[O-:40][C:41]([OH:42])=[O:43]>>[Br:1][c:2]1[c:3]([S:22][c:23]2[c:24]3[c:25]([n:26][cH:27][n:28]2)[CH2:29][CH2:30][NH:31][CH2:32]3)[cH:4][c:5]([NH:8][c:9]2[s:10][cH:11][c:12]([CH2:14][CH2:15][c:16]3[cH:17][cH:18][cH:19][cH:20][cH:21]3)[n:13]2)[n:6][cH:7]1. Reactants: BrC=1C=CC(=C(C(=O)Cl)C1)N1CCOCC1 (5-Bromo-2-morpholin-4-yl-benzoyl chloride), FC(C1=CC=C(C=C1)N1CCNCC1)(F)F (1-(4-Trifluoromethyl-phenyl)-piperazine). Product: BrC=1C=CC(=C(C1)C(=O)N1CCN(CC1)C1=CC=C(C=C1)C(F)(F)F)N1CCOCC1 ((5-Bromo-2-morpholin-4-yl-phenyl)-[4-(4-trifluoromethyl-phenyl)-piperazin-1-yl]-methanone). RXN SMILES: [Br:1][C:2]1[CH:3]=[CH:4][C:5]([N:11]2[CH2:16][CH2:15][O:14][CH2:13][CH2:12]2)=[C:6]([CH:10]=1)[C:7](Cl)=[O:8].[F:17][C:18]([F:32])([F:31])[C:19]1[CH:24]=[CH:23][C:22]([N:25]2[CH2:30][CH2:29][NH:28][CH2:27][CH2:26]2)=[CH:21][CH:20]=1>>[Br:1][C:2]1[CH:3]=[CH:4][C:5]([N:11]2[CH2:16][CH2:15][O:14][CH2:13][CH2:12]2)=[C:6]([C:7]([N:28]2[CH2:27][CH2:26][N:25]([C:22]3[CH:21]=[CH:20][C:19]([C:18]([F:31])([F:32])[F:17])=[CH:24][CH:23]=3)[CH2:30][CH2:29]2)=[O:8])[CH:10]=1. Procedure: Example CR was prepared in analogy to Example 46 from 5-Bromo-2-morpholin-4-yl-benzoyl chloride (example BI) and 1-(4-Trifluoromethyl-phenyl)-piperazine (commercial). MS (m/e): 500.1 (M+H+, 100%). Reactants: CCN=C=NCCCN(C)C, CCN(C(C)C)C(C)C, Cl, Nc1ccc(Oc2ccnc3cc(I)sc23)c(F)c1, O=C(O)c1ccnn(-c2ccc(F)cc2)c1=O, CN(C)C=O, On1nnc2ccccc21. Yields the product O=C(Nc1ccc(Oc2ccnc3cc(I)sc23)c(F)c1)c1ccnn(-c2ccc(F)cc2)c1=O. As a reaction SMILES: [CH2:38]([N:39]=[C:40]=[N:41][CH2:42][CH2:43][CH2:44][N:45]([CH3:46])[CH3:47])[CH3:48].[CH2:59]([N:60]([CH:61]([CH3:62])[CH3:63])[CH:64]([CH3:65])[CH3:66])[CH3:67].[ClH:37].[F:1][c:2]1[cH:3][c:4]([NH2:5])[cH:6][cH:7][c:8]1[O:9][c:10]1[c:11]2[c:12]([n:13][cH:14][cH:15]1)[cH:16][c:17]([I:19])[s:18]2.[F:20][c:21]1[cH:22][cH:23][c:24](-[n:27]2[n:28][cH:29][cH:30][c:31]([C:34](=[O:35])[OH:36])[c:32]2=[O:33])[cH:25][cH:26]1.[O:68]=[CH:69][N:70]([CH3:71])[CH3:72].[n:49]1([OH:50])[c:51]2[cH:52][cH:53][cH:54][cH:55][c:56]2[n:57][n:58]1>>[F:1][c:2]1[cH:3][c:4]([NH:5][C:34]([c:31]2[cH:30][cH:29][n:28][n:27](-[c:24]3[cH:23][cH:22][c:21]([F:20])[cH:26][cH:25]3)[c:32]2=[O:33])=[O:35])[cH:6][cH:7][c:8]1[O:9][c:10]1[c:11]2[c:12]([n:13][cH:14][cH:15]1)[cH:16][c:17]([I:19])[s:18]2. Starting materials: N1=C(C=CC=C1)CC(=O)O (2-pyridylacetic acid), C(C)(=O)N1CC(NCC1)CN1CCCC1 (4-acetyl-2-(R,S)-[(1-pyrrolidinyl)methyl]piperazine), Cl (HCl). Product: Cl.C(C)(=O)N1CC(N(CC1)C(CC1=NC=CC=C1)=O)CN1CCCC1 (4-Acetyl-1-[(2-pyridyl)acetyl]-2-(R,S)-[(1-pyrrolidinyl)methyl]piperazine hydrochloride). As a reaction SMILES: [N:1]1[CH:6]=[CH:5][CH:4]=[CH:3][C:2]=1[CH2:7][C:8]([OH:10])=O.[C:11]([N:14]1[CH2:19][CH2:18][NH:17][CH:16]([CH2:20][N:21]2[CH2:25][CH2:24][CH2:23][CH2:22]2)[CH2:15]1)(=[O:13])[CH3:12].[ClH:26]>>[ClH:26].[C:11]([N:14]1[CH2:19][CH2:18][N:17]([C:8](=[O:10])[CH2:7][C:2]2[CH:3]=[CH:4][CH:5]=[CH:6][N:1]=2)[CH:16]([CH2:20][N:21]2[CH2:25][CH2:24][CH2:23][CH2:22]2)[CH2:15]1)(=[O:13])[CH3:12] |f:3.4|. Reported procedure: The compound was prepared by coupling of 2-pyridylacetic acid with 4-acetyl-2-(R,S)-[(1-pyrrolidinyl)methyl]piperazine; mp: (HCl salt) 127-130° C.; 1H NMR (free base, 200 MHz, CDCl3) δ1.4-1.7 (4H, m), 2.0 (3H, s), 2.2-3.2 (9H, m), 3.4-4.8 (6H, m), 8.4 (1H, m), m); MS(FAB) 331 (M+H)+; Anal. Calcd. for C18H26N4O2.2HCl. 0.5NH4Cl: C, 50.27; H, 7.03 ; N, 14.65. Found: C, 50.86; H, 6.47; N, 15.79. Starting materials: CCO, O=[N+]([O-])c1cnccc1Cl, Nn1ccc2ccccc21. Yields the product O=[N+]([O-])c1cnccc1Nn1ccc2ccccc21. As a reaction SMILES: [CH3:21][CH2:22][OH:23].[Cl:11][c:12]1[c:13]([N+:18](=[O:19])[O-:20])[cH:14][n:15][cH:16][cH:17]1.[n:1]1([NH2:10])[cH:2][cH:3][c:4]2[cH:5][cH:6][cH:7][cH:8][c:9]12>>[n:1]1([NH:10][c:12]2[c:13]([N+:18](=[O:19])[O-:20])[cH:14][n:15][cH:16][cH:17]2)[cH:2][cH:3][c:4]2[cH:5][cH:6][cH:7][cH:8][c:9]12. Starting materials: [BH3-]C#N, COc1ccc(-n2cnnn2)cc1C=O, CO, CC(=O)O, COC(=O)C1CCC(N)C1c1ccc(F)cc1, [Na+], [Na+], [OH-], O. Product: COC(=O)C1CCC(NCc2cc(-n3cnnn3)ccc2OC)C1c1ccc(F)cc1. RXN SMILES: [C:33]([BH3-:34])#[N:35].[CH3:18][O:19][c:20]1[c:21]([CH:22]=[O:23])[cH:24][c:25](-[n:28]2[n:29][n:30][n:31][cH:32]2)[cH:26][cH:27]1.[CH3:39][OH:40].[CH3:42][C:43](=[O:44])[OH:45].[NH2:1][CH:2]1[CH:3]([c:11]2[cH:12][cH:13][c:14]([F:17])[cH:15][cH:16]2)[CH:4]([C:7](=[O:8])[O:9][CH3:10])[CH2:5][CH2:6]1.[Na+:36].[Na+:38].[OH-:37].[OH2:41]>>[NH:1]([CH:2]1[CH:3]([c:11]2[cH:12][cH:13][c:14]([F:17])[cH:15][cH:16]2)[CH:4]([C:7](=[O:8])[O:9][CH3:10])[CH2:5][CH2:6]1)[CH2:22][c:21]1[c:20]([O:19][CH3:18])[cH:27][cH:26][c:25](-[n:28]2[n:29][n:30][n:31][cH:32]2)[cH:24]1.